This data is from the Open Reaction Database (ORD), a public repository of structured organic reaction records. The task is: describe an organic reaction: reactants, conditions, products, and yield The reactants are N1(CCCCC1)CC=1C=C(SCCN)C=CC1 (2-(3-Piperidinomethylthiophenoxy)ethylamine), NC1=C(C(C1=O)=O)OC (1-amino-2-methoxycyclobutene-3,4-dione). Solvent: CO (methanol), CO (methanol). Conditions: time 20 hour. Product: NC1=C(C(C1=O)=O)NCCSC1=CC(=CC=C1)CN1CCCCC1 (1-Amino-2-[2-(3-piperidinomethylthiophenoxy)ethylamino]cyclobutene-3,4-dione). The yield is 58.2%. Reaction SMILES: [N:1]1([CH2:7][C:8]2[CH:9]=[C:10]([CH:15]=[CH:16][CH:17]=2)[S:11][CH2:12][CH2:13][NH2:14])[CH2:6][CH2:5][CH2:4][CH2:3][CH2:2]1.[NH2:18][C:19]1[C:22](=[O:23])[C:21](=[O:24])[C:20]=1OC>CO>[NH2:18][C:19]1[C:22](=[O:23])[C:21](=[O:24])[C:20]=1[NH:14][CH2:13][CH2:12][S:11][C:10]1[CH:15]=[CH:16][CH:17]=[C:8]([CH2:7][N:1]2[CH2:6][CH2:5][CH2:4][CH2:3][CH2:2]2)[CH:9]=1. Procedure details: The crude amine prepared in Step E (1.4 g, 4.05 mmoles) in 40 mL of methanol was added to a suspension of 1-amino-2-methoxycyclobutene-3,4-dione (0.515 g, 4.05 mmoles) in 100 mL of methanol. The mixture was stirred for 20 hours at ambient temperature and then filtered to give 0.8136 g of product. A second crop was obtained from the concentrated mother liquor and the combined lots were recrystallized from methanol to yield 0.786 g (56%) of the title compound, m.p. 228°-230° (dec.). The reactants are B(O)O (boronic acid), ClC1=NC(=NC=C1)NC1CC(NC(C1)(C)C)(C)C ((4-chloro-pyrimidin-2-yl)-(2,2,6,6-tetramethyl-piperidin-4-yl)-amine), CN1C=CC2=CC=CC=C12 (1-Methyl-indole), BrN1C(CCC1=O)=O (1-bromo-pyrrolidine-2,5-dione), C(C)OB(OCC)OCC (triethylborate). Reagents/catalysts: Cl[Pd]([P](C1=CC=CC=C1)(C2=CC=CC=C2)C3=CC=CC=C3)([P](C4=CC=CC=C4)(C5=CC=CC=C5)C6=CC=CC=C6)Cl (bis(triphenylphosphine)palladium(II) dichloride). Run in hexanes, C1CCOC1 (THF). Run at temperature -78 celsius, time 2 hour. The product is CN1C=C(C2=CC=CC=C12)C1=NC(=NC=C1)NC1CC(NC(C1)(C)C)(C)C ([4-(1-Methyl-indol-3-yl)-pyrimidin-2-yl]-(2,2,6,6-tetramethyl-piperidin-4-yl)-amine). RXN SMILES: [CH3:1][N:2]1[C:10]2[C:5](=[CH:6][CH:7]=[CH:8][CH:9]=2)[CH:4]=[CH:3]1.BrN1C(=O)CCC1=O.C(OB(OCC)OCC)C.B(O)O.Cl[C:33]1[CH:38]=[CH:37][N:36]=[C:35]([NH:39][CH:40]2[CH2:45][C:44]([CH3:47])([CH3:46])[NH:43][C:42]([CH3:49])([CH3:48])[CH2:41]2)[N:34]=1>C1COCC1.Cl[Pd](Cl)([P](C1C=CC=CC=1)(C1C=CC=CC=1)C1C=CC=CC=1)[P](C1C=CC=CC=1)(C1C=CC=CC=1)C1C=CC=CC=1>[CH3:1][N:2]1[C:10]2[C:5](=[CH:6][CH:7]=[CH:8][CH:9]=2)[C:4]([C:37]2[CH:38]=[CH:33][N:34]=[C:35]([NH:39][CH:40]3[CH2:45][C:44]([CH3:47])([CH3:46])[NH:43][C:42]([CH3:49])([CH3:48])[CH2:41]3)[N:36]=2)=[CH:3]1 |^1:57,76|. Reported procedure: To a solution of 1-Methyl-indole (1.00 g, 3.81 mmol) in 30 ml of THF was added 1-bromo-pyrrolidine-2,5-dione (1.36 g, 3.81 mmol) and the mixture was stirred for 2 hours. The reaction mixture was poured into 200 ml of hexanes and purified by filtration over a short plug of silicagel (Ether/hexanes:1/1). The solution was concentrated close to dryness, redissolved in 25 ml of THF and cooled to −78° C. Tert.-butyllithium (5.08 ml of a 1.5M solution in pentane, 7.62 mmol) was added dropwise and stirr...